From a dataset of the Open Reaction Database (ORD), a public repository of structured organic reaction records. describe an organic reaction: reactants, conditions, products, and yield The reactants are Cl (HCl), C(C)(C)(C)OC(=O)N1[C@@H]([C@H]2C[C@H]2C1)CNC(C(F)(F)F)=O ((1S,2S,5R)-2-[(2,2,2-Trifluoro-acetylamino)-methyl]-3-aza-bicyclo[3.1.0]hexane-3-carboxylic acid tert-butyl ester). Solvent: O1CCOCC1 (dioxane), O1CCOCC1 (dioxane). Conditions: temperature 45 celsius, time 30 minute. The product is [C@H]12[C@H](NC[C@@H]2C1)CNC(C(F)(F)F)=O (N-[(1S,2S,5R)-1-(3-Aza-bicyclo[3.1.0]hex-2-yl)methyl]-2,2,2-trifluoro-acetamide). RXN SMILES: Cl.C(OC([N:9]1[CH2:14][C@H:13]2[C@H:11]([CH2:12]2)[C@H:10]1[CH2:15][NH:16][C:17](=[O:22])[C:18]([F:21])([F:20])[F:19])=O)(C)(C)C>O1CCOCC1>[C@H:11]12[CH2:12][C@H:13]1[CH2:14][NH:9][C@@H:10]2[CH2:15][NH:16][C:17](=[O:22])[C:18]([F:19])([F:21])[F:20]. Procedure: A solution of HCl in dioxane (4 M, 30 mL) is added to a solution of (1S,2S,5R)-2-[(2,2,2-Trifluoro-acetylamino)-methyl]-3-aza-bicyclo[3.1.0]hexane-3-carboxylic acid tert-butyl ester (31.6 mmol) in dioxane (30 mL) and the mixture is stirred for 60 min at RT and for 30 min at 45° C. The solvents are removed in vacuo and the obtained solid is washed twice with a small volume of dioxane to give the desired product which is used without further purification in the next step. Starting materials: BrC1=CC=CC(=N1)C1=NNC2=NC(=NC=C21)Cl (3-(6-bromo-pyridin-2-yl)-6-chloro-1H-pyrazolo[3,4-d]pyrimidine), [H-].[Na+] (NaH), ClCOCC[Si](C)(C)C ((2-(chloromethoxy)ethyl)trimethylsilane). The solvent is CN(C)C=O (DMF), CN(C)C=O (DMF). Reaction conditions: time 20 minute. The product is BrC1=CC=CC(=N1)C1=NN(C2=NC(=NC=C21)Cl)COCC[Si](C)(C)C (3-(6-bromo-pyridin-2-yl)-6-chloro-1-(2-trimethylsilanyl-ethoxymethyl)-1H-pyrazolo[3,4-d]pyrimidine). RXN SMILES: [H-].[Na+].[Br:3][C:4]1[N:9]=[C:8]([C:10]2[C:18]3[C:13](=[N:14][C:15]([Cl:19])=[N:16][CH:17]=3)[NH:12][N:11]=2)[CH:7]=[CH:6][CH:5]=1.Cl[CH2:21][O:22][CH2:23][CH2:24][Si:25]([CH3:28])([CH3:27])[CH3:26]>CN(C=O)C>[Br:3][C:4]1[N:9]=[C:8]([C:10]2[C:18]3[C:13](=[N:14][C:15]([Cl:19])=[N:16][CH:17]=3)[N:12]([CH2:21][O:22][CH2:23][CH2:24][Si:25]([CH3:28])([CH3:27])[CH3:26])[N:11]=2)[CH:7]=[CH:6][CH:5]=1 |f:0.1|. Procedure: To a mixture of NaH (1.3 mg, 37.6 mmol, 60%) in DMF (80 mL) was added slowly the solution of crude 3-(6-bromo-pyridin-2-yl)-6-chloro-1H-pyrazolo[3,4-d]pyrimidine (from Example 30 supra) (5.83 g, 18.8 mmol) in DMF (40 mL) at 5° C. The ice-bath was removed and the mixture was stirred for 20 minutes. Then (2-(chloromethoxy)ethyl)trimethylsilane (4.06 g, 24.4 mmol) was added. This solution was stirred for 12 hours at room temperature. The solvent was removed under reduced pressure. The residue was p... Reactants: C(C)C1=NC(=NC=C1CO)SC (4-ethyl-5-hydroxymethyl-2-methylthiopyrimidine), Ag2O, CI (MeI). Solvent: CC#N (CH3CN). Product: C(C)C1=NC(=NC=C1COC)SC (4-ethyl-5-methoxymethyl-2-methylthiopyrimidine). The yield is 98.0%. RXN SMILES: [CH2:1]([C:3]1[C:8]([CH2:9][OH:10])=[CH:7][N:6]=[C:5]([S:11][CH3:12])[N:4]=1)[CH3:2].[CH3:13]I>CC#N>[CH2:1]([C:3]1[C:8]([CH2:9][O:10][CH3:13])=[CH:7][N:6]=[C:5]([S:11][CH3:12])[N:4]=1)[CH3:2]. Procedure: A solution of 4-ethyl-5-hydroxymethyl-2-methylthiopyrimidine (0.63 g, 3.42 mmol), Ag2O (1.6 g, 6.9 mmol) and MeI (1.1 mL, 17.1 mmol) in CH3CN (10 mL) was stirred overnight, filtered and concentrated to give 4-ethyl-5-methoxymethyl-2-methylthiopyrimidine in 98% yield (0.66 g); GC/MS calcd. for C9H14N2OS (M+) 198, found 198. The title compound was then prepared by (a) oxidation of 4-ethyl-5-methoxymethyl-2-methylthiopyrimidine (0.66 g, 3.35 mmol) with mCPBA (1.18 g, 6.85 mmol) as described for Exa... Reactants: C(C(=C)C)(=O)OCCOS(=O)(=O)C1=CC=C(C=C1)C (2-(toluene-4-sulfonyloxy)ethyl methacrylate), C(C(=C)C)(=O)OCC1CO1 (glycidyl methacrylate), CC(C)(C#N)N=NC(C)(C)C#N (AIBN), C(C=C)(=O)OCCCCO (4-hydroxybutyl acrylate), C(C(=C)C)(=O)OC (methyl methacrylate). Run in O1CCCC1 (tetrahydrofuran). Conditions: temperature 67.5 celsius. The product is C(C(=C)C)(=O)OCCOS(=O)(=O)C1=CC=C(C=C1)C.C(C=C)(=O)OCCCCO (2-(toluene-4-sulfonyloxy)ethyl methacrylate 4-hydroxybutyl acrylate). Yield: 65.0%. Reaction SMILES: [C:1]([O:6][CH2:7][CH2:8][O:9][S:10]([C:13]1[CH:18]=[CH:17][C:16]([CH3:19])=[CH:15][CH:14]=1)(=[O:12])=[O:11])(=[O:5])[C:2]([CH3:4])=[CH2:3].[C:20]([O:24][CH2:25][CH2:26][CH2:27][CH2:28][OH:29])(=[O:23])[CH:21]=[CH2:22].C(OC)(=O)C(C)=C.C(OCC1OC1)(=O)C(C)=C.CC(N=NC(C#N)(C)C)(C#N)C>O1CCCC1>[C:1]([O:6][CH2:7][CH2:8][O:9][S:10]([C:13]1[CH:18]=[CH:17][C:16]([CH3:19])=[CH:15][CH:14]=1)(=[O:11])=[O:12])(=[O:5])[C:2]([CH3:4])=[CH2:3].[C:20]([O:24][CH2:25][CH2:26][CH2:27][CH2:28][OH:29])(=[O:23])[CH:21]=[CH2:22] |f:6.7|. Reported procedure: In a 500 ml round-bottom flask was placed 0.3 mole of 2-(toluene-4-sulfonyloxy)ethyl methacrylate, 0.2 mole of 4-hydroxybutyl acrylate, 0.1 mole of methyl methacrylate, 0.3 mole of glycidyl methacrylate, 300 g of tetrahydrofuran (THF), and 0.1 g-3 g of AIBN. The reaction mixture was heated at 60-75° C. for 5-20 hours. The product was precipitated in ethyl ether or n-hexane, filtered and dried to provide poly [2-(toluene-4-sulfonyloxy)ethyl methacrylate/4-hydroxybutyl acrylate-/methyl methacrylat... Reactants: Cl.ClC=1C=C(C=CC1Cl)CC(=O)N1C(CC(CC1)=O)CN1CCCC1 (1-[(3,4-Dichlorophenyl)acetyl]-2-(1-pyrrolidinylmethyl)-4-piperidinone hydrochloride), [H-].C(C(C)C)[Al+]CC(C)C (Diisobutyl aluminium hydride), solution, C(C)(C)(C)C1=C(C(=CC(=C1)C)C(C)(C)C)O (2,6-di-tert-butyl-4-methylphenol), Cl (hydrochloric acid). Solvent: C1(=CC=CC=C1)C (toluene), CCCCCC (hexane), C1(=CC=CC=C1)C (toluene). Reaction conditions: time 45 minute. Yields the product Cl.ClC=1C=C(C=CC1Cl)CC(=O)N1[C@H](C[C@H](CC1)O)CN1CCCC1 (cis-1-[(3,4-Dichlorophenyl)acetyl]-2-(1-pyrrolidinylmethyl)-4-piperidinol hydrochloride). The yield is 153.1%. RXN SMILES: [H-].C([Al+]CC(C)C)C(C)C.C(C1C=C(C)C=C(C(C)(C)C)C=1O)(C)(C)C.Cl.[Cl:28][C:29]1[CH:30]=[C:31]([CH2:36][C:37]([N:39]2[CH2:44][CH2:43][C:42](=[O:45])[CH2:41][CH:40]2[CH2:46][N:47]2[CH2:51][CH2:50][CH2:49][CH2:48]2)=[O:38])[CH:32]=[CH:33][C:34]=1[Cl:35].Cl>CCCCCC.C1(C)C=CC=CC=1>[ClH:28].[Cl:28][C:29]1[CH:30]=[C:31]([CH2:36][C:37]([N:39]2[CH2:44][CH2:43][C@H:42]([OH:45])[CH2:41][C@@H:40]2[CH2:46][N:47]2[CH2:51][CH2:50][CH2:49][CH2:48]2)=[O:38])[CH:32]=[CH:33][C:34]=1[Cl:35] |f:0.1,3.4,8.9|. Procedure details: Diisobutyl aluminium hydride (142 ml of a 1M solution in hexane) was added dropwise to a stirred solution of 2,6-di-tert-butyl-4-methylphenol (62.24 g) in dry toluene (590 ml) at 4° under nitrogen. After stirring for 45 min the mixture was cooled to -60° and a solution of the free base of the product of Example 8, (5.2 g) in dry toluene (95 ml) was added over 5 min. The reaction mixture was stirred at -60° for 2 h and allowed to warm to room temperature and stirred at room temperature for a furt... The reactants are C(C)OC(=O)C=1C(C=2C=C3C(=NC2N(C1)C)C(=C(C(=C3)F)F)F)=O (3-ethoxycarbonyl-7,8,9-trifluoro-1-methyl-4-oxo-1,4-dihydrobenzo[b][1,8]naphthyridine), N1CCNCC1 (piperazine), O (water), ice. Run in CS(=O)C (dimethyl sulphoxide). Conditions: time 2 hour. The product is C(C)OC(=O)C=1C(C=2C=C3C(=NC2N(C1)C)C(=C(C(=C3)F)N3CCNCC3)F)=O (3-ethoxycarbonyl-7,9-difluoro-1-methyl-4-oxo-8-(1-piperazinyl)-1,4-dihydrobenzo[b][1,8]naphthyridine). Yield: 33.4%. Reaction SMILES: [CH2:1]([O:3][C:4]([C:6]1[C:7](=[O:24])[C:8]2[CH:9]=[C:10]3[CH:20]=[C:19]([F:21])[C:18](F)=[C:17]([F:23])[C:11]3=[N:12][C:13]=2[N:14]([CH3:16])[CH:15]=1)=[O:5])[CH3:2].[NH:25]1[CH2:30][CH2:29][NH:28][CH2:27][CH2:26]1.O>CS(C)=O>[CH2:1]([O:3][C:4]([C:6]1[C:7](=[O:24])[C:8]2[CH:9]=[C:10]3[CH:20]=[C:19]([F:21])[C:18]([N:25]4[CH2:30][CH2:29][NH:28][CH2:27][CH2:26]4)=[C:17]([F:23])[C:11]3=[N:12][C:13]=2[N:14]([CH3:16])[CH:15]=1)=[O:5])[CH3:2]. Reported procedure: A suspension of 2 g of 3-ethoxycarbonyl-7,8,9-trifluoro-1-methyl-4-oxo-1,4-dihydrobenzo[b][1,8]naphthyridine in 30 cm3 of dimethyl sulphoxide and 5 g of piperazine is heated at a temperature close to 100° C., with stirring, for 2 hours. The solution obtained at about 100° C. is poured, with stirring, into a mixture of 150 cm3 of water and 50 g of ice. The solution is extracted with 3 times 40 cm3 of trichloromethane. The combined organic phases are extracted with twice 50 cm3 of 0.1 N methanesul...